From a dataset of the Open Reaction Database (ORD), a public repository of structured organic reaction records. describe an organic reaction: reactants, conditions, products, and yield Reactants: 1,2,2-di-n-butyl-1-methoxy-3-[(trimethylsilyl)oxy]propane, C(CCC)C(CO)(COC)CCCC (2,2-di-n-butyl-3-methoxy-1-propanol), C[Si](C)(C)Cl (trimethylsilyl chloride). Product: C(CCC)C(COC)(CO[Si](C)(C)C)CCCC (2,2-di-n-butyl-1-methoxy-3-[(trimethylsilyl)oxy]propane). As a reaction SMILES: [CH2:1]([C:5]([CH2:11][CH2:12][CH2:13][CH3:14])([CH2:8][O:9][CH3:10])[CH2:6][OH:7])[CH2:2][CH2:3][CH3:4].[CH3:15][Si:16](Cl)([CH3:18])[CH3:17]>>[CH2:1]([C:5]([CH2:11][CH2:12][CH2:13][CH3:14])([CH2:6][O:7][Si:16]([CH3:18])([CH3:17])[CH3:15])[CH2:8][O:9][CH3:10])[CH2:2][CH2:3][CH3:4]. Reported procedure: According to the procedure as described in Example 1,2,2-di-n-butyl-1-methoxy-3-[(trimethylsilyl)oxy]propane was prepared from intermediate 2,2-di-n-butyl-3-methoxy-1-propanol and reagent trimethylsilyl chloride.